This data is from the Open Reaction Database (ORD), a public repository of structured organic reaction records. The task is: describe an organic reaction: reactants, conditions, products, and yield Starting materials: C1(=CC=CC=C1)C=C1CSCC(C1=O)=CC1=CC=CC=C1 (Tetrahydro-3,5-bis-(phenylmethylene)-4H-thiopyran-4-one), CN(CCCNN)C (3-dimethylaminopropylhydrazine). Run in CO (methanol). Yields the product CN(CCCN1N=C2C(C1C1=CC=CC=C1)CSCC2=CC2=CC=CC=C2)C (3a,4,6,7-Tetrahydro-N,N-dimethyl-3-phenyl-7-(phenylmethylene)thiopyrano[4,3-c]pyrazole-2(3H)-propanamine). RXN SMILES: [C:1]1([CH:7]=[C:8]2[C:13](=O)[C:12](=[CH:15][C:16]3[CH:21]=[CH:20][CH:19]=[CH:18][CH:17]=3)[CH2:11][S:10][CH2:9]2)[CH:6]=[CH:5][CH:4]=[CH:3][CH:2]=1.[CH3:22][N:23]([CH3:29])[CH2:24][CH2:25][CH2:26][NH:27][NH2:28]>CO>[CH3:22][N:23]([CH3:29])[CH2:24][CH2:25][CH2:26][N:27]1[CH:7]([C:1]2[CH:6]=[CH:5][CH:4]=[CH:3][CH:2]=2)[CH:8]2[CH2:9][S:10][CH2:11][C:12](=[CH:15][C:16]3[CH:21]=[CH:20][CH:19]=[CH:18][CH:17]=3)[C:13]2=[N:28]1. Procedure: Tetrahydro-3,5-bis-(phenylmethylene)-4H-thiopyran-4-one (5g) is refluxed with 2.1g of 3-dimethylaminopropylhydrazine in 50ml of methanol for 4 hours. The solvent is evaporated off and the residue is crystallized from 30ml of acetonitrile to yield 3.9g of the title compound, melting point 83°-85°C. Reactants: alcohol, ( 6b ), CC=1C=CC(=CC1)S(=O)(=O)O (pTsOH), C(C)(C)(C)[Si](C)(C)OC1=CC=C(C=C1)C(=C(C)C)C (tert-butyl [4-(1,2-dimethylpropenyl)phenoxy]dimethylsilane), ethyl acetate-hexanes. Run in C1=CC=CC=C1 (benzene). Conditions: temperature 50 celsius. Yields the product C(C)(C)(C)[Si](C)(C)OC1=CC=C(C=C1)C(=C)C(C)C (tert-butyl[4-(1-isopropylvinyl)phenoxy]dimethylsilane). Reaction SMILES: CC1C=CC(S(O)(=O)=O)=CC=1.[C:12]([Si:16]([O:19][C:20]1[CH:25]=[CH:24][C:23]([C:26]([CH3:30])=[C:27]([CH3:29])[CH3:28])=[CH:22][CH:21]=1)([CH3:18])[CH3:17])([CH3:15])([CH3:14])[CH3:13]>C1C=CC=CC=1>[C:12]([Si:16]([O:19][C:20]1[CH:25]=[CH:24][C:23]([C:26]([CH:27]([CH3:29])[CH3:28])=[CH2:30])=[CH:22][CH:21]=1)([CH3:18])[CH3:17])([CH3:15])([CH3:14])[CH3:13]. Procedure details: To a benzene (20 mL) solution of the alcohol (1.7588 g, 5.97 mmol) from (6b) was added pTsOH (0.1136 g, 0.1 eq) and the mixture was warmed up to 50° C. for 6 h. A 1:1 mixture (1.2871 g) of tert-butyl[4-(1-isopropylvinyl)phenoxy]dimethylsilane and tert-butyl [4-(1,2-dimethylpropenyl)phenoxy]dimethylsilane was obtained as colorless oil by flash column chromatography (1% ethyl acetate-hexanes). MS Found: (M+H)+=277. The reactants are C(C)(C)(C)OC(NC(C(=O)NC1=NC(=CC(=C1)Cl)C#CC1=CC=CC=C1)C)=O (tert-butylN-[1-[[4-chloro-6-(2-phenylethynyl)pyridin-2-yl]amino]-1-oxopropan-2-yl]carbamate), C(Cl)Cl.C(=O)(C(F)(F)F)O (DCM TFA). Run in C(Cl)Cl (DCM). Reaction conditions: time 90 minute. Product: NC(C(=O)NC1=NC(=CC(=C1)Cl)C#CC1=CC=CC=C1)C (2-amino-N-[4-chloro-6-(2-phenylethynyl)pyridin-2-yl]propanamide). RXN SMILES: C(OC(=O)[NH:7][CH:8]([CH3:27])[C:9]([NH:11][C:12]1[CH:17]=[C:16]([Cl:18])[CH:15]=[C:14]([C:19]#[C:20][C:21]2[CH:26]=[CH:25][CH:24]=[CH:23][CH:22]=2)[N:13]=1)=[O:10])(C)(C)C.C(Cl)Cl.C(O)(C(F)(F)F)=O>C(Cl)Cl>[NH2:7][CH:8]([CH3:27])[C:9]([NH:11][C:12]1[CH:17]=[C:16]([Cl:18])[CH:15]=[C:14]([C:19]#[C:20][C:21]2[CH:26]=[CH:25][CH:24]=[CH:23][CH:22]=2)[N:13]=1)=[O:10] |f:1.2|. Procedure details: A mixture of tert-butylN-[1-[[4-chloro-6-(2-phenylethynyl)pyridin-2-yl]amino]-1-oxopropan-2-yl]carbamate D3a (20 mg, 0.05 mmol) and DCM:TFA (9:1, 1.8 ml) is stirred at RT for 90 minutes. The mixture is diluted with DCM and extracted with a saturated aqueous solution of NaHCO3. The combined organic layers are dried over MgSO4 and concentrated in vacuo. The product is purified by RP HPLC. Yield: 14 mg (93%). HPLC-MS: M+H=300; tR=1.92 min (*Method—1). The reactants are O=S(=O)(Oc1ccc2ccccc2c1-c1nnc(Cl)c2ccccc12)C(F)(F)F, CCC(O)(CC)C(N)c1ccccc1. Product: CCC(O)(CC)C(Nc1nnc(-c2c(OS(=O)(=O)C(F)(F)F)ccc3ccccc23)c2ccccc12)c1ccccc1. RXN SMILES: [Cl:1][c:2]1[n:3][n:4][c:5](-[c:12]2[c:13]([O:22][S:23](=[O:24])(=[O:25])[C:26]([F:27])([F:28])[F:29])[cH:14][cH:15][c:16]3[cH:17][cH:18][cH:19][cH:20][c:21]23)[c:6]2[cH:7][cH:8][cH:9][cH:10][c:11]12.[NH2:30][CH:31]([C:32]([CH2:33][CH3:34])([CH2:35][CH3:36])[OH:37])[c:38]1[cH:39][cH:40][cH:41][cH:42][cH:43]1>>[c:2]1([NH:30][CH:31]([C:32]([CH2:33][CH3:34])([CH2:35][CH3:36])[OH:37])[c:38]2[cH:39][cH:40][cH:41][cH:42][cH:43]2)[n:3][n:4][c:5](-[c:12]2[c:13]([O:22][S:23](=[O:24])(=[O:25])[C:26]([F:27])([F:28])[F:29])[cH:14][cH:15][c:16]3[cH:17][cH:18][cH:19][cH:20][c:21]23)[c:6]2[cH:7][cH:8][cH:9][cH:10][c:11]12.